describe an organic reaction: reactants, conditions, products, and yield From a dataset of the Open Reaction Database (ORD), a public repository of structured organic reaction records. The reactants are C[C@H]1N(CCC1)C[C@H]1N(CCC1)C(=O)C1=CC=C(C=C1)B1OC(C(O1)(C)C)(C)C ([2-(S)-(2-(R)-methyl-pyrrolidin-1-ylmethyl)-pyrrolidin-1-yl]-[4-(4,4,5,5-tetramethyl-[1,3,2]dioxaborolan-2-yl)-phenyl]-methanone), BrC=1N(C=CN1)C (2-Bromo-1-methyl-1H-imidazole). Product: CN1C(=NC=C1)C1=CC=C(C=C1)C(=O)N1[C@@H](CCC1)CN1[C@@H](CCC1)C ([4-(1-Methyl-1H-imidazol-2-yl)-phenyl]-[2-(S)-(2-(R)-methyl-pyrrolidin-1-ylmethyl)-pyrrolidin-1-yl]-methanone). Isolated yield 11.0%. Reaction SMILES: [CH3:1][C@@H:2]1[CH2:6][CH2:5][CH2:4][N:3]1[CH2:7][C@@H:8]1[CH2:12][CH2:11][CH2:10][N:9]1[C:13]([C:15]1[CH:20]=[CH:19][C:18](B2OC(C)(C)C(C)(C)O2)=[CH:17][CH:16]=1)=[O:14].Br[C:31]1[N:32]([CH3:36])[CH:33]=[CH:34][N:35]=1>>[CH3:36][N:32]1[CH:33]=[CH:34][N:35]=[C:31]1[C:18]1[CH:19]=[CH:20][C:15]([C:13]([N:9]2[CH2:10][CH2:11][CH2:12][C@H:8]2[CH2:7][N:3]2[CH2:4][CH2:5][CH2:6][C@H:2]2[CH3:1])=[O:14])=[CH:16][CH:17]=1. Procedure details: The title compound is prepared in a manner substantially analogous to General Procedure A using [2-(S)-(2-(R)-methyl-pyrrolidin-1-ylmethyl)-pyrrolidin-1-yl]-[4-(4,4,5,5-tetramethyl-[1,3,2]dioxaborolan-2-yl)-phenyl]-methanone (439 mg, 1.1 mmol) and 2-Bromo-1-methyl-1H-imidazole (CAS 16681-59-7) (161 mg, 1.0 mmol) to give 39 mg (11% yield). MS (ES+) 353.2 (M+H)+ The reactants are CCOC(C)=O, Nc1ncc(I)c2scc(-c3ccc4c(c3)CCN4C(=O)Cc3ccccc3)c12, [Na+], [Na+], O=C([O-])[O-], C1COCCO1, O, OB(O)c1cccnc1. Yields the product Nc1ncc(-c2cccnc2)c2scc(-c3ccc4c(c3)CCN4C(=O)Cc3ccccc3)c12. As a reaction SMILES: [CH3:51][CH2:52][O:53][C:54](=[O:55])[CH3:56].[I:1][c:2]1[c:3]2[c:4]([c:5]([NH2:8])[n:6][cH:7]1)[c:9](-[c:12]1[cH:13][c:14]3[c:18]([cH:19][cH:20]1)[N:17]([C:21]([CH2:22][c:23]1[cH:24][cH:25][cH:26][cH:27][cH:28]1)=[O:29])[CH2:16][CH2:15]3)[cH:10][s:11]2.[Na+:39].[Na+:40].[O-:41][C:42](=[O:43])[O-:44].[O:45]1[CH2:46][CH2:47][O:48][CH2:49][CH2:50]1.[OH2:57].[n:30]1[cH:31][c:32]([B:36]([OH:37])[OH:38])[cH:33][cH:34][cH:35]1>>[c:2]1(-[c:32]2[cH:31][n:30][cH:35][cH:34][cH:33]2)[c:3]2[c:4]([c:5]([NH2:8])[n:6][cH:7]1)[c:9](-[c:12]1[cH:13][c:14]3[c:18]([cH:19][cH:20]1)[N:17]([C:21]([CH2:22][c:23]1[cH:24][cH:25][cH:26][cH:27][cH:28]1)=[O:29])[CH2:16][CH2:15]3)[cH:10][s:11]2. The reactants are BrC=1C=C(SC1)C=O (4-bromothiophene-2-carboxaldehyde), C(C(C)C)N (isobutylamine), [BH4-].[Na+] (sodium borohydride). Solvent: CO (methanol). Product: BrC=1C=C(SC1)CNCC(C)C ((4-bromo-thiophen-2-ylmethyl)-isobutyl-amine). RXN SMILES: [Br:1][C:2]1[CH:3]=[C:4]([CH:7]=O)[S:5][CH:6]=1.[CH2:9]([NH2:13])[CH:10]([CH3:12])[CH3:11].[BH4-].[Na+]>CO>[Br:1][C:2]1[CH:3]=[C:4]([CH2:7][NH:13][CH2:9][CH:10]([CH3:12])[CH3:11])[S:5][CH:6]=1 |f:2.3|. Procedure details: In analogy to example 13, step 1, 4-bromothiophene-2-carboxaldehyde was reacted with isobutylamine and sodium borohydride in methanol to give (4-bromo-thiophen-2-ylmethyl)-isobutyl-amine as a colorless oil. Starting materials: CCCCCCCCCCCCc1ccc(N)cc1, CC(=O)OC(C)=O, Cc1ccccc1. The product is CCCCCCCCCCCCc1ccc(NC(C)=O)cc1. As a reaction SMILES: [CH2:1]([CH2:2][CH2:3][CH2:4][CH2:5][CH2:6][CH2:7][CH2:8][CH2:9][CH2:10][CH2:11][CH3:12])[c:13]1[cH:14][cH:15][c:16]([NH2:17])[cH:18][cH:19]1.[CH3:20][C:21](=[O:22])[O:23][C:24](=[O:25])[CH3:26].[CH3:27][c:28]1[cH:29][cH:30][cH:31][cH:32][cH:33]1>>[CH2:1]([CH2:2][CH2:3][CH2:4][CH2:5][CH2:6][CH2:7][CH2:8][CH2:9][CH2:10][CH2:11][CH3:12])[c:13]1[cH:14][cH:15][c:16]([NH:17][C:21]([CH3:20])=[O:22])[cH:18][cH:19]1.